This data is from the Open Reaction Database (ORD), a public repository of structured organic reaction records. The task is: describe an organic reaction: reactants, conditions, products, and yield The reactants are 11, FC1=CC=C(C(=O)N2CC2)C=C1 (1-(4-fluorobenzoyl)aziridine), NC1=CC(=C(C(=O)N[C@@H]2[C@@H](CNCC2)OC)C=C1Cl)OC (cis-4-amino-5-chloro-2-methoxy-N-(3-methoxy-4-piperidinyl)benzamide), C1=CC=CC=C1 (benzene). Run in CO (methanol). Yields the product NC1=CC(=C(C(=O)N[C@@H]2[C@@H](CN(CC2)CCNC(C2=CC=C(C=C2)F)=O)OC)C=C1Cl)OC (cis-4-amino-5-chloro-N-[1-[2-[(4-fluorobenzoyl)amino]ethyl]-3-methoxy-4-piperidinyl]-2-methyoxybenzamide). RXN SMILES: [F:1][C:2]1[CH:12]=[CH:11][C:5]([C:6]([N:8]2[CH2:10][CH2:9]2)=[O:7])=[CH:4][CH:3]=1.[NH2:13][C:14]1[C:30]([Cl:31])=[CH:29][C:17]([C:18]([NH:20][C@H:21]2[CH2:26][CH2:25][NH:24][CH2:23][C@H:22]2[O:27][CH3:28])=[O:19])=[C:16]([O:32][CH3:33])[CH:15]=1.C1C=CC=CC=1>CO>[NH2:13][C:14]1[C:30]([Cl:31])=[CH:29][C:17]([C:18]([NH:20][C@H:21]2[CH2:26][CH2:25][N:24]([CH2:9][CH2:10][NH:8][C:6](=[O:7])[C:5]3[CH:4]=[CH:3][C:2]([F:1])=[CH:12][CH:11]=3)[CH2:23][C@H:22]2[O:27][CH3:28])=[O:19])=[C:16]([O:32][CH3:33])[CH:15]=1. Procedure details: A mixture of 11 parts of 1-(4-fluorobenzoyl)aziridine, 6.28 parts of cis-4-amino-5-chloro-2-methoxy-N-(3-methoxy-4-piperidinyl)benzamide, 45 parts of benzene and 20 parts of methanol was stirred and refluxed for 6 hours. The reaction mixture was evaporated and the residue was purified by column-chromatography over silica gel using a mixture of trichloromethane and methanol (90:10 by volume as eluent. The pure fractions were collected and the eluent was evaporated. The residue was crystallized fr... Starting materials: FC1=C(C=CC=C1)N1CCC(CC1)=O (1-(2-fluorophenyl)piperidin-4-one), N[C@@H]([C@@](CN1N=CN=C1)(O)C1=C(C=C(C=C1)F)F)C ((2R,3R)-3-amino-2-(2,4-difluorophenyl)-1-(1H-1,2,4-triazol-1-yl)butan-2-ol), C(#N)[BH3-].[Na+] (sodium cyanoborohydride). Reagents/catalysts: CC([O-])C.[Ti+4].CC([O-])C.CC([O-])C.CC([O-])C (titanium (IV) isopropoxide). The solvent is C(C)O (ethanol). Yields the product FC1=C(C=CC(=C1)F)[C@@](CN1N=CN=C1)([C@@H](C)NC1CCN(CC1)C1=C(C=CC=C1)F)O ((2R,3R)-2-(2,4-difluorophenyl)-3-((1-(2-fluorophenyl)piperidin-4-yl)amino)-1-(1H-1,2,4-triazol-1-yl)butan-2-ol). Yield: 44.0%. RXN SMILES: [F:1][C:2]1[CH:7]=[CH:6][CH:5]=[CH:4][C:3]=1[N:8]1[CH2:13][CH2:12][C:11](=O)[CH2:10][CH2:9]1.[NH2:15][C@H:16]([CH3:33])[C@:17]([C:25]1[CH:30]=[CH:29][C:28]([F:31])=[CH:27][C:26]=1[F:32])([OH:24])[CH2:18][N:19]1[CH:23]=[N:22][CH:21]=[N:20]1.C([BH3-])#N.[Na+]>C(O)C.CC(C)[O-].[Ti+4].CC(C)[O-].CC(C)[O-].CC(C)[O-]>[F:32][C:26]1[CH:27]=[C:28]([F:31])[CH:29]=[CH:30][C:25]=1[C@:17]([OH:24])([C@H:16]([NH:15][CH:11]1[CH2:12][CH2:13][N:8]([C:3]2[CH:4]=[CH:5][CH:6]=[CH:7][C:2]=2[F:1])[CH2:9][CH2:10]1)[CH3:33])[CH2:18][N:19]1[CH:23]=[N:22][CH:21]=[N:20]1 |f:2.3,5.6.7.8.9|. Procedure: To a solution of 1-(2-fluorophenyl)piperidin-4-one (36.0 mg, 0.19 mmol) in anhydrous ethanol (1 mL) was added (2R,3R)-3-amino-2-(2,4-difluorophenyl)-1-(1H-1,2,4-triazol-1-yl)butan-2-ol (50.0 mg, 0.19 mmol). While being stirred, the reaction solution was mixed at room temperature for four hrs with titanium (IV) isopropoxide (0.06 mL, 0.21 mmol) and then at room temperature for 18 hrs with sodium cyanoborohydride (35.0 mg, 0.56 mmol). The reaction was terminated by adding distilled water, after wh...